From a dataset of the Open Reaction Database (ORD), a public repository of structured organic reaction records. describe an organic reaction: reactants, conditions, products, and yield Starting materials: C1(CC1)N1C=C(C(C2=CC(=C(C(=C12)C)N1CC(NCC1)C)F)=O)C(=O)O (1-Cyclopropyl-7-(3-methyl-1-piperazinyl)-6-fluoro-8-methyl-1,4-dihydro-4-oxoquinoline-3-carboxylic acid), C(=O)O (formic acid), C(C)(=O)OC(C)=O (acetic anhydride). The solvent is O (water). Run at temperature 80 celsius. Product: C1(CC1)N1C=C(C(C2=CC(=C(C(=C12)C)N1CC(N(CC1)C=O)C)F)=O)C(=O)O (1-cyclopropyl-7-(4-formyl-3-methyl-1-piperazinyl)-6-fluoro-8-methyl-1,4-dihydro-4-oxoquinoline-3-carboxylic acid). As a reaction SMILES: [CH:1]1([N:4]2[C:13]3[C:8](=[CH:9][C:10]([F:22])=[C:11]([N:15]4[CH2:20][CH2:19][NH:18][CH:17]([CH3:21])[CH2:16]4)[C:12]=3[CH3:14])[C:7](=[O:23])[C:6]([C:24]([OH:26])=[O:25])=[CH:5]2)[CH2:3][CH2:2]1.[CH:27](O)=[O:28].C(OC(=O)C)(=O)C>O>[CH:1]1([N:4]2[C:13]3[C:8](=[CH:9][C:10]([F:22])=[C:11]([N:15]4[CH2:20][CH2:19][N:18]([CH:27]=[O:28])[CH:17]([CH3:21])[CH2:16]4)[C:12]=3[CH3:14])[C:7](=[O:23])[C:6]([C:24]([OH:26])=[O:25])=[CH:5]2)[CH2:3][CH2:2]1. Procedure: 1-Cyclopropyl-7-(3-methyl-1-piperazinyl)-6-fluoro-8-methyl-1,4-dihydro-4-oxoquinoline-3-carboxylic acid (0.4 g) is added to a mixture of formic acid (1.7 ml) and acetic anhydride (2.2 ml) at 0° C. After the addition, the mixture is heated at 80° C. for 2 hours. To the reaction mixture is added water, and the mixture is extracted with dichloromethane. After removing the solvent by concentration, the resulting residue is recrystallized from methanol to give 1-cyclopropyl-7-(4-formyl-3-methyl-1-pip... Starting materials: C(C)OC1=C(CN(C(C=CC2=CC3=C(NC(CN(C3)CC3=CC=C(C=C3)OC)=O)N=C2)=O)C)C=CC=C1C(C)C (N-(2-ethoxy-3-isopropylbenzyl)-3-[4-(4-methoxybenzyl)-2-oxo-2,3,4,5-tetrahydro-1H-pyrido[2,3-e][1,4]diazepin-7-yl]-N-methylacrylamide), ClC(=O)OC(C)Cl (1-chloroethyl chloroformate). Solvent: ClC(C)Cl (dichloroethane). Run at temperature 0 celsius, time 30 minute. Product: Cl.C(C)OC1=C(CN(C(\C=C\C2=CC3=C(NC(CNC3)=O)N=C2)=O)C)C=CC=C1C(C)C ((E)-N-(2-Ethoxy-3-isopropylbenzyl)-N-methyl-3-(2-oxo-2,3,4,5-tetrahydro-1H-pyrido[2,3-e][1,4]diazepin-7-yl)acrylamide hydrochloride). Isolated yield 65.3%. Reaction SMILES: [CH2:1]([O:3][C:4]1[C:37]([CH:38]([CH3:40])[CH3:39])=[CH:36][CH:35]=[CH:34][C:5]=1[CH2:6][N:7]([CH3:33])[C:8](=[O:32])[CH:9]=[CH:10][C:11]1[CH:31]=[N:30][C:14]2[NH:15][C:16](=[O:29])[CH2:17][N:18](CC3C=CC(OC)=CC=3)[CH2:19][C:13]=2[CH:12]=1)[CH3:2].[Cl:41]C(OC(Cl)C)=O>ClC(Cl)C>[ClH:41].[CH2:1]([O:3][C:4]1[C:37]([CH:38]([CH3:39])[CH3:40])=[CH:36][CH:35]=[CH:34][C:5]=1[CH2:6][N:7]([CH3:33])[C:8](=[O:32])/[CH:9]=[CH:10]/[C:11]1[CH:31]=[N:30][C:14]2[NH:15][C:16](=[O:29])[CH2:17][NH:18][CH2:19][C:13]=2[CH:12]=1)[CH3:2] |f:3.4|. Procedure: A suspension of N-(2-ethoxy-3-isopropylbenzyl)-3-[4-(4-methoxybenzyl)-2-oxo-2,3,4,5-tetrahydro-1H-pyrido[2,3-e][1,4]diazepin-7-yl]-N-methylacrylamide (0.200 g, 0.369 mmol) in dichloroethane (8.0 mL) was cooled in an ice bath and treated with 1-chloroethyl chloroformate (0.044 mL, 0.40 mmol). After stirring at 0° C. under N2 for 30 min and then at room temperature for 30 min, the mixture was heated to reflux for 2 h. The mixture was allowed to cool and then concentrated to dryness. Purification b... The reactants are C(C)OC(=O)C=1C=NC2=CC=C(C=C2C1Cl)Cl (Ethyl-4,6-dichloroquinoline-3-carboxylate), C(C1=CC=CC=C1)C1=CC=C(C=C1)N (4-benzylbenzenamine), NNaOH, O (water). The solvent is C(C)(=O)OCC (ethyl acetate), O1CCOCC1 (1,4-dioxane), O1CCOCC1 (1,4-dioxane). Run at temperature 85 celsius. The product is C(C1=CC=CC=C1)C1=CC=C(C=C1)NC1=C(C=NC2=CC=C(C=C12)Cl)C(=O)OCC (Ethyl 4-(4-benzylphenylamino)-6-chloroquinoline-3-carboxylate). The yield is 71.3%. Reaction SMILES: [CH2:1]([O:3][C:4]([C:6]1[CH:7]=[N:8][C:9]2[C:14]([C:15]=1Cl)=[CH:13][C:12]([Cl:17])=[CH:11][CH:10]=2)=[O:5])[CH3:2].[CH2:18]([C:25]1[CH:30]=[CH:29][C:28]([NH2:31])=[CH:27][CH:26]=1)[C:19]1[CH:24]=[CH:23][CH:22]=[CH:21][CH:20]=1.O>O1CCOCC1.C(OCC)(=O)C>[CH2:18]([C:25]1[CH:26]=[CH:27][C:28]([NH:31][C:15]2[C:14]3[C:9](=[CH:10][CH:11]=[C:12]([Cl:17])[CH:13]=3)[N:8]=[CH:7][C:6]=2[C:4]([O:3][CH2:1][CH3:2])=[O:5])=[CH:29][CH:30]=1)[C:19]1[CH:20]=[CH:21][CH:22]=[CH:23][CH:24]=1. Reported procedure: To a solution of Ethyl-4,6-dichloroquinoline-3-carboxylate (1.0 g, 3.7 mmol) in 1,4-dioxane (10 mL) was added a solution of 4-benzylbenzenamine (733 mg, 4.0 mmol) in 1,4-dioxane (10 mL) at room temperature. After stirred at 85° C. 1 hour, the reaction mixture was then cooled down to room temperature and then treated with 20 mL of water. The resulting suspension treated with 10 NNaOH solutions to reach the pH about 9. It was partitioned between ethyl acetate and water. The organic layer was separ... Reactants: CC(=O)[O-], CC(=O)O, O=C(CCCl)c1ccccc1, [I-], [K+], [Na+], O. Product: CC(=O)OCCC(=O)c1ccccc1. Reaction SMILES: [CH3:13][C:14]([O-:15])=[O:16].[CH3:19][C:20](=[O:21])[OH:22].[Cl:1][CH2:2][CH2:3][C:4](=[O:5])[c:6]1[cH:7][cH:8][cH:9][cH:10][cH:11]1.[I-:18].[K+:17].[Na+:12].[OH2:23]>>[CH2:2]([CH2:3][C:4](=[O:5])[c:6]1[cH:7][cH:8][cH:9][cH:10][cH:11]1)[O:16][C:14]([CH3:13])=[O:15]. Starting materials: O=C1CCC(=O)N1Br, CC#N, COC(=O)c1cccc(C)c1Cl, CC(C)(C#N)N=NC(C)(C)C#N. The product is COC(=O)c1cccc(CBr)c1Cl. RXN SMILES: [Br:13][N:14]1[C:15](=[O:16])[CH2:17][CH2:18][C:19]1=[O:20].[CH3:33][C:34]#[N:35].[Cl:1][c:2]1[c:3]([C:4](=[O:5])[O:6][CH3:7])[cH:8][cH:9][cH:10][c:11]1[CH3:12].[N:21]([C:22]([CH3:23])([CH3:24])[C:25]#[N:26])=[N:27][C:28]([CH3:29])([CH3:30])[C:31]#[N:32]>>[Cl:1][c:2]1[c:3]([C:4](=[O:5])[O:6][CH3:7])[cH:8][cH:9][cH:10][c:11]1[CH2:12][Br:13]. The reactants are CN(CCCCNC1=NN2C(C(=C(C(=C2)C2=CC=NN2C2=CC=C(C#N)C=C2)C)C2=CC(=CC=C2)C(F)(F)F)=N1)C (4-{5-[2-(4-dimethylamino-butylamino)-7-methyl-8-(3-trifluoromethyl-phenyl)-[1,2,4]triazolo[1,5-a]pyridin-6-yl]-pyrazol-1-yl}-benzonitrile), COS(=O)(=O)C1=CC=CC=C1 (methylbenzenesulfonate), CC(=O)C (acetone), COS(=O)(=O)C1=CC=CC=C1 (methylbenzenesulfonate). Reaction conditions: temperature 55 celsius. The product is C(=O)[O-].C(#N)C1=CC=C(C=C1)N1N=CC=C1C=1C(=C(C=2N(C1)N=C(N2)NCCCC[N+](C)(C)C)C2=CC(=CC=C2)C(F)(F)F)C ({4-[6-[2-(4-Cyano-phenyl)-2H-pyrazol-3-yl]-7-methyl-8-(3-trifluoromethyl-phenyl)-[1,2,4]triazolo[1,5-a]pyridin-2-ylamino]-butyl}-trimethyl-ammonium formate). As a reaction SMILES: [CH3:1][N:2]([CH3:41])[CH2:3][CH2:4][CH2:5][CH2:6][NH:7][C:8]1[N:40]=[C:11]2[C:12]([C:30]3[CH:35]=[CH:34][CH:33]=[C:32]([C:36]([F:39])([F:38])[F:37])[CH:31]=3)=[C:13]([CH3:29])[C:14]([C:16]3[N:20]([C:21]4[CH:28]=[CH:27][C:24]([C:25]#[N:26])=[CH:23][CH:22]=4)[N:19]=[CH:18][CH:17]=3)=[CH:15][N:10]2[N:9]=1.[CH3:42][O:43]S(C1C=CC=CC=1)(=O)=O.[CH3:53]C(C)=[O:55]>>[CH:42]([O-:43])=[O:55].[C:25]([C:24]1[CH:23]=[CH:22][C:21]([N:20]2[C:16]([C:14]3[C:13]([CH3:29])=[C:12]([C:30]4[CH:35]=[CH:34][CH:33]=[C:32]([C:36]([F:37])([F:39])[F:38])[CH:31]=4)[C:11]4[N:10]([N:9]=[C:8]([NH:7][CH2:6][CH2:5][CH2:4][CH2:3][N+:2]([CH3:53])([CH3:1])[CH3:41])[N:40]=4)[CH:15]=3)=[CH:17][CH:18]=[N:19]2)=[CH:28][CH:27]=1)#[N:26] |f:3.4|. Procedure details: To a solution of 4-{5-[2-(4-dimethylamino-butylamino)-7-methyl-8-(3-trifluoromethyl-phenyl)-[1,2,4]triazolo[1,5-a]pyridin-6-yl]-pyrazol-1-yl}-benzonitrile (Ex. 30, 44 mg, 0.079 mmol) in acetone (0.4 mL) was added methylbenzenesulfonate (12 μL, 0.087 mmol) at ambient temperature. The reaction mixture was heated at 55° C. under N2 for 2.5 hrs. A further quantity of methylbenzenesulfonate (3.2 μL) was added and the mixture was heated at 55° C. for 1 hr. Once cooled the volatiles were evaporated in ... Reactants: ClC=1C=C(C=CC1F)C([C@@H]1CN(CC1)C(=O)OC(C)(C)C)O ((3S)-tert-butyl 3-((3-chloro-4-fluorophenyl)(hydroxy)methyl)pyrrolidine-1-carboxylate), C1(C=2C(C(N1)=O)=CC=CC2)=O (phthalimide), C1=CC=C(C=C1)P(C2=CC=CC=C2)C3=CC=CC=C3 (PPh3), N(=NC(=O)OCC)C(=O)OCC (diethyl azodicarboxylate). The solvent is C1CCOC1 (THF). Reaction conditions: temperature 0 celsius, time 16 hour. The product is ClC=1C=C(C=CC1F)C([C@@H]1CN(CC1)C(=O)OC(C)(C)C)N1C(C2=CC=CC=C2C1=O)=O ((3S)-tert-butyl 3-((3-chloro-4-fluorophenyl)(1,3-dioxoisoindolin-2-yl)methyl)pyrrolidine-1-carboxylate). Yield: 41.8%. Reaction SMILES: [Cl:1][C:2]1[CH:3]=[C:4]([CH:9](O)[C@H:10]2[CH2:14][CH2:13][N:12]([C:15]([O:17][C:18]([CH3:21])([CH3:20])[CH3:19])=[O:16])[CH2:11]2)[CH:5]=[CH:6][C:7]=1[F:8].[C:23]1(=[O:33])[NH:27][C:26](=[O:28])[C:25]2=[CH:29][CH:30]=[CH:31][CH:32]=[C:24]12.C1C=CC(P(C2C=CC=CC=2)C2C=CC=CC=2)=CC=1.N(C(OCC)=O)=NC(OCC)=O>C1COCC1>[Cl:1][C:2]1[CH:3]=[C:4]([CH:9]([N:27]2[C:23](=[O:33])[C:24]3[C:25](=[CH:29][CH:30]=[CH:31][CH:32]=3)[C:26]2=[O:28])[C@H:10]2[CH2:14][CH2:13][N:12]([C:15]([O:17][C:18]([CH3:21])([CH3:20])[CH3:19])=[O:16])[CH2:11]2)[CH:5]=[CH:6][C:7]=1[F:8]. Procedure: To a solution of 69a/69b (364.3 mg, 1.105 mmol) in THF (5.5 mL, 0.2 M) under nitrogen was added phthalimide (178.8 mg, 1.215 mmol) and PPh3 (376.7 mg, 1.436 mmol). The reaction was cooled to 0° C. and diethyl azodicarboxylate (654.0 μL, 1.436 mmol) was added dropwise via syringe. The reaction was allowed to warm to RT and stirred for 16 h. The reaction was concentrated to dryness by rotovap, diluted to 30 mL with EtOAc and washed with water (2×30 mL) and brine (1×30 mL). The organics were isolat... The product is CN(C)CC1=NN=C2N1C1=C(C(=NC2)C2=CC=C(C=C2)SC)C=C(C=C1C)C (1-[(dimethylamino)methyl]-8,10-dimethyl-6-[p-(methylthio)phenyl]-4H-s-triazolo[4,3-a][1,4]benzodiazepine). Starting materials: CC=1C=C(C2=C(C(=NCC=3N2C(=NN3)CBr)C3=CC=C(C=C3)SC)C1)C (8,10-dimethyl-1-(bromomethyl)-6-[p-(methylthio)phenyl]-4H-s-triazolo[4,3-a]-[1,4]benzodiazepine), CNC (dimethylamine), [I-].[Na+] (sodium iodide). RXN SMILES: [CH3:1][C:2]1[CH:3]=[C:4]([CH3:26])[C:5]2[N:11]3[C:12]([CH2:15]Br)=[N:13][N:14]=[C:10]3[CH2:9][N:8]=[C:7]([C:17]3[CH:22]=[CH:21][C:20]([S:23][CH3:24])=[CH:19][CH:18]=3)[C:6]=2[CH:25]=1.[CH3:27][NH:28][CH3:29].[I-].[Na+]>>[CH3:27][N:28]([CH2:15][C:12]1[N:11]2[C:5]3[C:4]([CH3:26])=[CH:3][C:2]([CH3:1])=[CH:25][C:6]=3[C:7]([C:17]3[CH:22]=[CH:21][C:20]([S:23][CH3:24])=[CH:19][CH:18]=3)=[N:8][CH2:9][C:10]2=[N:14][N:13]=1)[CH3:29] |f:2.3|. Reported procedure: In the manner given in Example 1, 8,10-dimethyl-1-(bromomethyl)-6-[p-(methylthio)phenyl]-4H-s-triazolo[4,3-a]-[1,4]benzodiazepine was reacted with dimethylamine in the presence of sodium iodide to give 1-[(dimethylamino)methyl]-8,10-dimethyl-6-[p-(methylthio)phenyl]-4H-s-triazolo[4,3-a][1,4]benzodiazepine. Starting materials: FC(F)(F)CCBr, CN(C)C=O, N#CC(C#N)Cc1ccc(SC(F)(F)F)cc1, [H-], [Na+]. Product: N#CC(C#N)(CCC(F)(F)F)Cc1ccc(SC(F)(F)F)cc1. As a reaction SMILES: [Br:20][CH2:21][CH2:22][C:23]([F:24])([F:25])[F:26].[CH3:27][N:28]([CH3:29])[CH:30]=[O:31].[F:1][C:2]([S:3][c:4]1[cH:5][cH:6][c:7]([CH2:8][CH:9]([C:10]#[N:11])[C:12]#[N:13])[cH:14][cH:15]1)([F:16])[F:17].[H-:18].[Na+:19]>>[F:1][C:2]([S:3][c:4]1[cH:5][cH:6][c:7]([CH2:8][C:9]([C:10]#[N:11])([C:12]#[N:13])[CH2:21][CH2:22][C:23]([F:24])([F:25])[F:26])[cH:14][cH:15]1)([F:16])[F:17].